From a dataset of the Open Reaction Database (ORD), a public repository of structured organic reaction records. describe an organic reaction: reactants, conditions, products, and yield The reactants are O=C(NC(=O)c1ccccc1)NC1CCCc2ccccc21, [NH4+], O=[N+]([O-])[O-]. Yields the product O=C(NC(=O)c1ccccc1)NC1CCC(=O)c2ccccc21. Reaction SMILES: [C:1]([c:2]1[cH:3][cH:4][cH:5][cH:6][cH:7]1)(=[O:8])[NH:9][C:10](=[O:11])[NH:12][CH:13]1[CH2:14][CH2:15][CH2:16][c:17]2[cH:18][cH:19][cH:20][cH:21][c:22]21.[NH4+:23].[O-:24][N+:25](=[O:26])[O-:27]>>[C:1]([c:2]1[cH:3][cH:4][cH:5][cH:6][cH:7]1)(=[O:8])[NH:9][C:10](=[O:11])[NH:12][CH:13]1[CH2:14][CH2:15][C:16](=[O:24])[c:17]2[cH:18][cH:19][cH:20][cH:21][c:22]21. The reactants are CC(=O)Cl, CS(=O)(=O)c1ccc(-c2[nH]ccc2-c2ccc(F)cc2)cc1, [H-], [Na+]. The product is CC(=O)n1ccc(-c2ccc(F)cc2)c1-c1ccc(S(C)(=O)=O)cc1. Reaction SMILES: [CH3:25][C:26]([Cl:27])=[O:28].[CH3:3][S:4](=[O:5])(=[O:6])[c:7]1[cH:8][cH:9][c:10](-[c:13]2[nH:14][cH:15][cH:16][c:17]2-[c:18]2[cH:19][cH:20][c:21]([F:24])[cH:22][cH:23]2)[cH:11][cH:12]1.[H-:1].[Na+:2]>>[CH3:3][S:4](=[O:5])(=[O:6])[c:7]1[cH:8][cH:9][c:10](-[c:13]2[n:14]([C:26]([CH3:25])=[O:28])[cH:15][cH:16][c:17]2-[c:18]2[cH:19][cH:20][c:21]([F:24])[cH:22][cH:23]2)[cH:11][cH:12]1. The reactants are ice, FC1=C(C(=C(C(=C1F)F)F)F)OC(CC(CC(C)C)C(NC)=O)=O (5-methyl-3-methylcarbamoyl-hexanoic acid 2,3,4,5,6-pentafluorophenyl ester), C(C1=CC=CC=C1)OC(CNCC(C)C)=O (isobutylamino-acetic acid benzyl ester). The solvent is CN(C)C=O (DMF). Run at time 3 hour. Product: C(C1=CC=CC=C1)OC(CN(C(CC(CC(C)C)C(NC)=O)=O)CC(C)C)=O ([Isobutyl-(5-methyl-3-methylcarbamoyl-hexanoyl)-amino]-acetic acid benzyl ester). The yield is 67.9%. RXN SMILES: FC1C(F)=C(F)C(F)=C(F)C=1[O:12][C:13](=O)[CH2:14][CH:15]([C:20](=[O:23])[NH:21][CH3:22])[CH2:16][CH:17]([CH3:19])[CH3:18].[CH2:25]([O:32][C:33](=[O:40])[CH2:34][NH:35][CH2:36][CH:37]([CH3:39])[CH3:38])[C:26]1[CH:31]=[CH:30][CH:29]=[CH:28][CH:27]=1>CN(C=O)C>[CH2:25]([O:32][C:33](=[O:40])[CH2:34][N:35]([CH2:36][CH:37]([CH3:38])[CH3:39])[C:13](=[O:12])[CH2:14][CH:15]([C:20](=[O:23])[NH:21][CH3:22])[CH2:16][CH:17]([CH3:19])[CH3:18])[C:26]1[CH:31]=[CH:30][CH:29]=[CH:28][CH:27]=1. Procedure: To an ice-cooled solution of 5-methyl-3-methylcarbamoyl-hexanoic acid 2,3,4,5,6-pentafluorophenyl ester (350 mg, 0.99 mmol) in DMF (5 ml) was added isobutylamino-acetic acid benzyl ester (110 mg, 0.49 mmol) with stirring. The reaction mixture was allowed to warm to room temperature and stirred for 2 days then for 3 h at 50° C. The solvent was removed under reduced pressure, the residue was dissolved in ethyl acetate and the solution was washed successively with 1M HCl, 1M Na2CO3 and brine. The o... The reactants are [OH-].[Na+] (sodium hydroxide), ClC1=CC=C(C=C1)C1=NN(C(C1)=O)C (3-(4-chlorophenyl)-1-methyl-2-pyrazolin-5-one), ClC(F)F (Chlorodifluoromethane). The solvent is O (water), O1CCOCC1 (dioxane), O (water). Yields the product ClC1=CC=C(C=C1)C1=NN(C(=C1)OC(F)F)C (3-(4-Chlorophenyl)-5-difluoromethoxy-1-methyl-1H-pyrazole). As a reaction SMILES: [OH-].[Na+].[Cl:3][C:4]1[CH:9]=[CH:8][C:7]([C:10]2[CH2:14][C:13](=[O:15])[N:12]([CH3:16])[N:11]=2)=[CH:6][CH:5]=1.Cl[CH:18]([F:20])[F:19]>O.O1CCOCC1>[Cl:3][C:4]1[CH:5]=[CH:6][C:7]([C:10]2[CH:14]=[C:13]([O:15][CH:18]([F:20])[F:19])[N:12]([CH3:16])[N:11]=2)=[CH:8][CH:9]=1 |f:0.1|. Reported procedure: A solution of 162 g (4.0 mol) of sodium hydroxide in l 1 of water was addedto a solution of 169.1 g (0,811 mol) of 3-(4-chlorophenyl)-1-methyl-2-pyrazolin-5-one in 2.5 1 of dioxane. Chlorodifluoromethane (about 175 g) was passed in over the course of 5 hours at 60°-65° C., after which the reaction solution was stirred into 1.5 1 of water. Extraction three times with methyl tertbutyl ether, followed by drying of the organic phase and removal of the solvent in vacuo, gave the crude product, which ... Reactants: O=C1C(CC2=CC(=C(C(=C12)Cl)Cl)OCC(=O)O)(C)C1CCCC1 ((1-oxo-2-cyclopentyl-2-methyl-6,7-dichloro-5-indanyloxy)acetic acid), Cl.ON (hydroxyamine hydrochloride), Cl (hydrochloric acid). Solvent: N1=CC=CC=C1 (pyridine). The product is ON=C1C(CC2=CC(=C(C(=C12)Cl)Cl)OCC(=O)O)(C)C1CCCC1 ((1-hydroxyimino-2-cyclopentyl-2-methyl-6,7-dichloro-5-indanyloxy)acetic acid). As a reaction SMILES: O=[C:2]1[C:10]2[C:5](=[CH:6][C:7]([O:13][CH2:14][C:15]([OH:17])=[O:16])=[C:8]([Cl:12])[C:9]=2[Cl:11])[CH2:4][C:3]1([CH:19]1[CH2:23][CH2:22][CH2:21][CH2:20]1)[CH3:18].Cl.[OH:25][NH2:26].Cl>N1C=CC=CC=1>[OH:25][N:26]=[C:2]1[C:10]2[C:5](=[CH:6][C:7]([O:13][CH2:14][C:15]([OH:17])=[O:16])=[C:8]([Cl:12])[C:9]=2[Cl:11])[CH2:4][C:3]1([CH:19]1[CH2:23][CH2:22][CH2:21][CH2:20]1)[CH3:18] |f:1.2|. Procedure details: A stirred solution of (1-oxo-2-cyclopentyl-2-methyl-6,7-dichloro-5-indanyloxy)acetic acid (5.1 g., 0.015 mole) and hydroxyamine hydrochloride (3.2 g., 0.045 mole) in pyridine (60 ml.) is heated at 95°C. on a steam bath for 40 hours then poured into aqueous hydrochloric acid affording (1-hydroxyimino-2-cyclopentyl-2-methyl-6,7-dichloro-5-indanyloxy)acetic acid which melts at 230°C. after recrystallization from ethanol-water.